This data is from the Open Reaction Database (ORD), a public repository of structured organic reaction records. The task is: describe an organic reaction: reactants, conditions, products, and yield RXN SMILES: [Cl:1][C:2]1[C:7]2[C:8](=[O:12])[NH:9][CH:10](O)[C:6]=2[C:5]([F:13])=[C:4]([F:14])[N:3]=1.FC(F)(F)C(O)=O.C([SiH](CC)CC)C>CC(OC)(C)C>[Cl:1][C:2]1[C:7]2[C:8](=[O:12])[NH:9][CH2:10][C:6]=2[C:5]([F:13])=[C:4]([F:14])[N:3]=1. Product: ClC1=NC(=C(C2=C1C(NC2)=O)F)F (4-Chloro-6,7-difluoro-1H-pyrrolo[3,4-c]pyridin-3(2H)-one). The reactants are ClC1=NC(=C(C2=C1C(NC2O)=O)F)F (4-chloro-6,7-difluoro-1-hydroxy-1H-pyrrolo[3,4-c]pyridin-3(2H)-one), FC(C(=O)O)(F)F (trifluoroacetic acid), C(C)[SiH](CC)CC (triethylsilane). Isolated yield 82.0%. Solvent: CC(C)(C)OC (MTBE). Conditions: temperature 60 celsius. Reported procedure: To an inert 50 mL round bottom flask with magnetic stirring was added 4-chloro-6,7-difluoro-1-hydroxy-1H-pyrrolo[3,4-c]pyridin-3(2H)-one (4.39 g, 19.90 mmol) and trifluoroacetic acid (18.40 mL, 239 mmol). The solids were suspended with stirring and triethylsilane (7.95 mL, 49.8 mmol) was added. The reaction mixture was heated to 60° C. and stirred for 30 minutes at that temperature. The reaction mixture was subsequently cooled to room temperature and added dropwise to MTBE (88 mL) to produce a w... Reactants: COC1=C(C=CC=C1OC)C (2,3-Dimethoxytoluene), ice, [Cl-].[NH4+] (ammonium chloride), CN(CCN(C)C)C (N,N,N′,N′-tetramethylethylenediamine), C(CCC)[Li] (n-Butyl lithium), CCCCCC (hexane), CN(C)C=O (DMF). The solvent is CCOCC (ether). Conditions: temperature 0 celsius. Yields the product COC1=C(C=O)C=CC(=C1OC)C (2,3-Dimethoxy-4-methylbenzaldehyde). Yield: 53.8%. As a reaction SMILES: [CH3:1][O:2][C:3]1[C:8]([O:9][CH3:10])=[CH:7][CH:6]=[CH:5][C:4]=1[CH3:11].CN(C)CCN(C)C.C([Li])CCC.CCCCCC.CN([CH:34]=[O:35])C.[Cl-].[NH4+]>CCOCC>[CH3:10][O:9][C:8]1[C:3]([O:2][CH3:1])=[C:4]([CH3:11])[CH:5]=[CH:6][C:7]=1[CH:34]=[O:35] |f:5.6|. Reported procedure: 2,3-Dimethoxytoluene (2 g, 13.1 mmol) was weighed in a flask and ether was added to the flask. N,N,N′,N′-tetramethylethylenediamine (422 mg, 3.6 mmol) was added to the solution. While stirring, the mixture was cooled down to 0° C. and n-Butyl lithium 1.6M in hexane (2.25 mL, 3.6 mmol) was added slowly over 20 minutes. The solution was stirred at 0° C. for 30 minutes after which the ice bath was removed. The solution became yellow during addition and after removal of the ice bath, a precipitate s... Starting materials: ClCCl, CS(=O)(=O)Cl, Cl, COC(=O)c1ccc(Oc2ccc(CC(=O)OC(C)(C)C)cc2CN)cc1, c1ccncc1. Product: COC(=O)c1ccc(Oc2ccc(CC(=O)OC(C)(C)C)cc2CNS(C)(=O)=O)cc1. As a reaction SMILES: [CH2:39]([Cl:40])[Cl:41].[CH3:34][S:35]([Cl:36])(=[O:37])=[O:38].[ClH:42].[NH2:1][CH2:2][c:3]1[c:4]([O:5][c:6]2[cH:7][cH:8][c:9]([C:10](=[O:11])[O:12][CH3:13])[cH:14][cH:15]2)[cH:16][cH:17][c:18]([CH2:20][C:21](=[O:22])[O:23][C:24]([CH3:25])([CH3:26])[CH3:27])[cH:19]1.[cH:28]1[cH:29][cH:30][n:31][cH:32][cH:33]1>>[NH:1]([CH2:2][c:3]1[c:4]([O:5][c:6]2[cH:7][cH:8][c:9]([C:10](=[O:11])[O:12][CH3:13])[cH:14][cH:15]2)[cH:16][cH:17][c:18]([CH2:20][C:21](=[O:22])[O:23][C:24]([CH3:25])([CH3:26])[CH3:27])[cH:19]1)[S:35]([CH3:34])(=[O:37])=[O:38].